From a dataset of the Open Reaction Database (ORD), a public repository of structured organic reaction records. describe an organic reaction: reactants, conditions, products, and yield As a reaction SMILES: [Br:59][c:60]1[c:61]([F:67])[cH:62][c:63]([Cl:66])[cH:64][cH:65]1.[CH2:1]1[CH2:2][NH:3][CH2:4][CH2:5][NH:6]1.[CH3:68][c:69]1[cH:70][cH:71][cH:72][cH:73][cH:74]1.[CH3:7][C:8]([CH3:9])([O-:10])[CH3:11].[Na+:12].[cH:13]1[cH:14][cH:15][c:16]([P:17]([c:18]2[cH:19][cH:20][c:21]3[c:22]([cH:23][cH:24][cH:25][cH:26]3)[c:27]2-[c:28]2[c:29]3[c:30]([cH:31][cH:32][cH:33][cH:34]3)[cH:35][cH:36][c:37]2[P:38]([c:39]2[cH:40][cH:41][cH:42][cH:43][cH:44]2)[c:45]2[cH:46][cH:47][cH:48][cH:49][cH:50]2)[c:51]2[cH:52][cH:53][cH:54][cH:55][cH:56]2)[cH:57][cH:58]1>>[CH2:1]1[CH2:2][N:3]([c:60]2[c:61]([F:67])[cH:62][c:63]([Cl:66])[cH:64][cH:65]2)[CH2:4][CH2:5][NH:6]1. The product is Fc1cc(Cl)ccc1N1CCNCC1. Reactants: Fc1cc(Cl)ccc1Br, C1CNCCN1, Cc1ccccc1, CC(C)(C)[O-], [Na+], c1ccc(P(c2ccccc2)c2ccc3ccccc3c2-c2c(P(c3ccccc3)c3ccccc3)ccc3ccccc23)cc1. Starting materials: OC=1N=C(C2=CC(=C(C=C2C1[N+](=O)[O-])OC)OC)C (3-hydroxy-6,7-dimethoxy-1-methyl-4-nitroisoquinoline), [H][H] (hydrogen). Reagents/catalysts: [Pd] (palladium on carbon). The solvent is C(C)(=O)O (acetic acid), C(C)(=O)OC(C)=O (acetic anhydride). Product: O.C(C)(=O)NC1=C(N=C(C2=CC(=C(C=C12)OC)OC)C)O.C(C)(=O)NC1=C(N=C(C2=CC(=C(C=C12)OC)OC)C)O (4-Acetamido-3-hydroxy-6,7-dimethoxy-1-methylisoquinoline Hemihydrate). Yield: 64.0%. As a reaction SMILES: [OH:1][C:2]1[N:3]=[C:4]([CH3:19])[C:5]2[C:10]([C:11]=1[N+:12]([O-])=O)=[CH:9][C:8]([O:15][CH3:16])=[C:7]([O:17][CH3:18])[CH:6]=2.[H][H]>C(OC(=O)C)(=O)C.C(O)(=O)C.[Pd]>[OH2:1].[C:2]([NH:12][C:11]1[C:10]2[C:5](=[CH:6][C:7]([O:17][CH3:18])=[C:8]([O:15][CH3:16])[CH:9]=2)[C:4]([CH3:19])=[N:3][C:2]=1[OH:1])(=[O:1])[CH3:11].[C:8]([NH:12][C:11]1[C:10]2[C:5](=[CH:6][C:7]([O:17][CH3:18])=[C:8]([O:15][CH3:16])[CH:9]=2)[C:4]([CH3:19])=[N:3][C:2]=1[OH:1])(=[O:15])[CH3:7] |f:5.6.7|. Procedure: A slurry of 2.028 grams 3-hydroxy-6,7-dimethoxy-1-methyl-4-nitroisoquinoline (BA) (7.67 mmol) in 28 ml acetic anhydride and 180 ml acetic acid was hydrogenated using 0.8 grams of a 10% palladium on carbon catalyst at 25 psi hydrogen pressure in a Parr hydrogenator for 3 hours. The mixture was filtered through a Celite pad, and the collected solids were washed with acetic acid. The filtrate and the wash liquids were combined and evaporated to dryness. The residue was recrystallized from methanol ... Starting materials: C(#N)C1=CC=C(OC2=C(C(=O)O)C=CC(=N2)OC2=CC=C(C=C2)OC(F)(F)F)C=C1 (2-(4-cyano phenoxy)-6-(4-trifluoromethoxy phenoxy)nicotinic acid), C(C)(C)(C)OC(NCCC1CCNCC1)=O ((2-Piperidin-4-yl-ethyl)-carbamic acid tert-butyl ester). Yields the product C(C)(C)(C)OC(NCCC1CCN(CC1)C(=O)C=1C(=NC(=CC1)OC1=CC=C(C=C1)OC(F)(F)F)OC1=CC=C(C=C1)C#N)=O ((2-{1-[2-(4-cyanophenoxy)-6-(4-trifluoromethoxyphenoxy)pyridine-3-carbonyl]piperidin-4-yl}ethyl)carbamic Acid Tert-butyl Ester). Isolated yield 69.8%. RXN SMILES: [C:1]([C:3]1[CH:30]=[CH:29][C:6]([O:7][C:8]2[N:16]=[C:15]([O:17][C:18]3[CH:23]=[CH:22][C:21]([O:24][C:25]([F:28])([F:27])[F:26])=[CH:20][CH:19]=3)[CH:14]=[CH:13][C:9]=2[C:10](O)=[O:11])=[CH:5][CH:4]=1)#[N:2].[C:31]([O:35][C:36](=[O:46])[NH:37][CH2:38][CH2:39][CH:40]1[CH2:45][CH2:44][NH:43][CH2:42][CH2:41]1)([CH3:34])([CH3:33])[CH3:32]>>[C:31]([O:35][C:36](=[O:46])[NH:37][CH2:38][CH2:39][CH:40]1[CH2:41][CH2:42][N:43]([C:10]([C:9]2[C:8]([O:7][C:6]3[CH:29]=[CH:30][C:3]([C:1]#[N:2])=[CH:4][CH:5]=3)=[N:16][C:15]([O:17][C:18]3[CH:19]=[CH:20][C:21]([O:24][C:25]([F:27])([F:26])[F:28])=[CH:22][CH:23]=3)=[CH:14][CH:13]=2)=[O:11])[CH2:44][CH2:45]1)([CH3:34])([CH3:32])[CH3:33]. Procedure: 2-(4-cyano phenoxy)-6-(4-trifluoromethoxy phenoxy)nicotinic acid (0.2 g, 0.48 mmol) and (2-Piperidin-4-yl-ethyl)-carbamic acid tert-butyl ester (0.11 g, 0.48 mmol) were coupled using the procedure of Example 5(c) to afford 0.21 g of the required product. Percentage purity (LCMS): 68.11%. The reactants are C(CC(=O)OCC)(=O)OCC (Diethyl malonate), [Na] (sodium), C1(=CC=CC=C1)C1(CC(=C(C=C1)C)CC1CCCCC1)S(=O)(=O)[O-] (4-Phenyl-cyclohexylmethyl-p-toluene sulfonate), crude product. Solvent: CCO (EtOH), CCO (EtOH). Product: C(C)OC(C(C(=O)OCC)CC1CCC(CC1)C1=CC=CC=C1)=O ((4-Phenyl-cyclohexylmethyl)-malonic acid diethyl ester). RXN SMILES: [C:1]([O:9][CH2:10][CH3:11])(=[O:8])[CH2:2][C:3]([O:5][CH2:6][CH3:7])=[O:4].[Na].[C:13]1([C:19]2(S([O-])(=O)=O)[CH:24]=[CH:23][C:22]([CH3:25])=[C:21](CC3CCCCC3)[CH2:20]2)[CH:18]=[CH:17][CH:16]=[CH:15][CH:14]=1>CCO>[CH2:10]([O:9][C:1](=[O:8])[CH:2]([CH2:25][CH:22]1[CH2:21][CH2:20][CH:19]([C:13]2[CH:14]=[CH:15][CH:16]=[CH:17][CH:18]=2)[CH2:24][CH2:23]1)[C:3]([O:5][CH2:6][CH3:7])=[O:4])[CH3:11] |^1:11|. Procedure details: Diethyl malonate (3.1 g, 19.7 mmol, 1.5 equiv) was added dropwise to a solution of sodium (1.25 g, 54.0 mmol, 4.0 equiv) in EtOH (50 mL). 4-Phenyl-cyclohexylmethyl-p-toluene sulfonate (˜13.1 mmol, ˜1.0 equiv, the crude product from the previous step) was added as a solution in 50 mL of EtOH. The resulting mixture was refluxed for 8 h. The reaction mixture was cooled and evaporated to dryness and then dissolved in water (150 mL) and the crude product extracted with 3×100 mL EtOAc. The organic lay...